Dataset: the Open Reaction Database (ORD), a public repository of structured organic reaction records. Task: describe an organic reaction: reactants, conditions, products, and yield Reactants: OC=1C=CC(=C(C(=O)O)C1)[N+](=O)[O-] (5-Hydroxy-2-nitro-benzoic acid), C([O-])([O-])=O.[K+].[K+] (potassium carbonate), CN(C)C=O (DMF), CI (methyl iodide). Run in O (water). Reaction conditions: temperature 75 celsius, time 4 hour. Yields the product COC(C1=C(C=CC(=C1)OC)[N+](=O)[O-])=O (5-Methoxy-2-nitro-benzoic acid methyl ester). Reaction SMILES: O[C:2]1[CH:3]=[CH:4][C:5]([N+:11]([O-:13])=[O:12])=[C:6]([CH:10]=1)C(O)=O.[C:14](=[O:17])([O-])[O-:15].[K+].[K+].[CH3:20]I.CN([CH:25]=[O:26])C>O>[CH3:20][O:15][C:14](=[O:17])[C:4]1[CH:3]=[C:2]([O:26][CH3:25])[CH:10]=[CH:6][C:5]=1[N+:11]([O-:13])=[O:12] |f:1.2.3|. Procedure: 20 g (0.109 mol) of 5-hydroxy-2-nitro-benzoic acid (Example 44a) and 32.7 g (0.247 mol) potassium carbonate are stirred for 15 min in 163 ml of DMF. 23.8 ml (0.383 mol) of methyl iodide are added and the reaction mixture is stirred for 4 h at 75° C. The cold reaction mixture is diluted with water and is extracted with ether. After drying the organic phase with sodium sulfate, the solvent is evaporated to dryness. The residue, a yellow oil, is used in the next step without further purification. H...